From a dataset of the Open Reaction Database (ORD), a public repository of structured organic reaction records. describe an organic reaction: reactants, conditions, products, and yield Reactants: CC=C(CC)C(C)(C)C(O)CC(=O)OC(c1ccccc1)C(O)(c1ccccc1)c1ccccc1, CCOCC. The product is CC=C(CC)C(C)(C)C(O)CCO, OC(c1ccccc1)C(O)(c1ccccc1)c1ccccc1. As a reaction SMILES: [CH3:1][C:2]([CH:3]([CH2:4][C:5](=[O:6])[O:7][CH:8]([C:9]([OH:10])([c:11]1[cH:12][cH:13][cH:14][cH:15][cH:16]1)[c:17]1[cH:18][cH:19][cH:20][cH:21][cH:22]1)[c:23]1[cH:24][cH:25][cH:26][cH:27][cH:28]1)[OH:29])([C:30](=[CH:31][CH3:32])[CH2:33][CH3:34])[CH3:35].[CH3:36][CH2:37][O:38][CH2:39][CH3:40]>>[CH3:1][C:2]([CH:3]([CH2:4][CH2:5][OH:6])[OH:29])([C:30](=[CH:31][CH3:32])[CH2:33][CH3:34])[CH3:35].[OH:7][CH:8]([C:9]([OH:10])([c:11]1[cH:12][cH:13][cH:14][cH:15][cH:16]1)[c:17]1[cH:18][cH:19][cH:20][cH:21][cH:22]1)[c:23]1[cH:24][cH:25][cH:26][cH:27][cH:28]1.